Dataset: the Open Reaction Database (ORD), a public repository of structured organic reaction records. Task: describe an organic reaction: reactants, conditions, products, and yield The reactants are [Cl-], Clc1ccccc1, N#CCCNNc1c(Cl)cc(C(F)(F)F)cc1Cl. Product: N#CCC=NNc1c(Cl)cc(C(F)(F)F)cc1Cl. RXN SMILES: [Cl-:1].[Cl:20][c:21]1[cH:22][cH:23][cH:24][cH:25][cH:26]1.[Cl:2][c:3]1[c:4]([NH:14][NH:15][CH2:16][CH2:17][C:18]#[N:19])[c:5]([Cl:13])[cH:6][c:7]([C:9]([F:10])([F:11])[F:12])[cH:8]1>>[Cl:2][c:3]1[c:4]([NH:14][N:15]=[CH:16][CH2:17][C:18]#[N:19])[c:5]([Cl:13])[cH:6][c:7]([C:9]([F:10])([F:11])[F:12])[cH:8]1. The reactants are palladium tetrakis(triphenylphospine), BrC1=C(C=C(C(=C1)Cl)[N+](=O)[O-])C (1-Bromo-5-chloro-2-methyl-4-nitrobenzene), CNC(=O)C1=CC=C(C=C1)B(O)O (4-(methylcarbamoyl)phenylboronic acid), C([O-])([O-])=O.[Na+].[Na+] (sodium carbonate). Run in O(C)C(C)OC.O (dimethoxylethane water). Run at temperature 90 celsius. The product is ClC=1C(=CC(=C(C1)C1=CC=C(C=C1)C(=O)NC)C)[N+](=O)[O-] (5′-chloro-N,2′-dimethyl-4′-nitrobiphenyl-4-carboxamide). RXN SMILES: Br[C:2]1[CH:7]=[C:6]([Cl:8])[C:5]([N+:9]([O-:11])=[O:10])=[CH:4][C:3]=1[CH3:12].[CH3:13][NH:14][C:15]([C:17]1[CH:22]=[CH:21][C:20](B(O)O)=[CH:19][CH:18]=1)=[O:16].C(=O)([O-])[O-].[Na+].[Na+]>O(C(OC)C)C.O>[Cl:8][C:6]1[C:5]([N+:9]([O-:11])=[O:10])=[CH:4][C:3]([CH3:12])=[C:2]([C:20]2[CH:21]=[CH:22][C:17]([C:15]([NH:14][CH3:13])=[O:16])=[CH:18][CH:19]=2)[CH:7]=1 |f:2.3.4,5.6|. Procedure: To a mixture of the crude product from Step 1 (400 mg, 1.6 mmol), 4-(methylcarbamoyl)phenylboronic acid (286 mg, 1.6 mmol) and sodium carbonate (340 mg, 3.2 mmol) in dimethoxylethane/water (12/4 mL), is added palladium tetrakis(triphenylphospine) (93 mg, 5% mmol). The mixture is purged with N2 for 3 min, then sealed and heated at 90° C. for 3 h. The mixture is cooled, filtered and concentrated. The residue is purified with silica gel chromatography (30% ethyl acetate in DCM) to afford 5′-chloro-... The reactants are ClC(C)Cl (dichloroethane), FC=1C=C(C(=O)Cl)C=C(C1)F (3,5-difluorobenzoyl chloride), O1OOCCC1 (trioxane). Reagents/catalysts: [Cl-].[Cl-].[Cl-].[Cl-].[Zr+4] (zirconium tetrachloride). The solvent is O (Water). Conditions: time 15 minute. Yields the product FC=1C=C(C(=O)OCCl)C=C(C1)F (chloromethyl 3,5-difluorobenzoate). As a reaction SMILES: Cl[CH:2]([Cl:4])C.[F:5][C:6]1[CH:7]=[C:8]([CH:12]=[C:13]([F:15])[CH:14]=1)[C:9](Cl)=[O:10].[O:16]1CCCOO1>[Cl-].[Cl-].[Cl-].[Cl-].[Zr+4].O>[F:5][C:6]1[CH:7]=[C:8]([CH:12]=[C:13]([F:15])[CH:14]=1)[C:9]([O:16][CH2:2][Cl:4])=[O:10] |f:3.4.5.6.7|. Procedure details: To 10 ml of dichloroethane were added 1.2 g of zirconium tetrachloride and 1 g of 3,5-difluorobenzoyl chloride, and the mixture was stirred at room temperature for 15 minutes. The mixture was cooled to 0° C., 0.19 g of trioxane was added, and the mixture was stirred for 10 minutes, and further stirred at room temperature for 1 hour. Water was added slowly at 0° C., the resultant solution was extracted with chloroform three times, and the organic layers were combined, washed with an aqueous satur... The product is COC(C1=CC=C(C=C1)C=1N=C(C2=C(N1)SC=C2C)NCC2=CC1=C(C=C2)OCO1)=O (4-[4-(3,4-methylenedioxybenzylamino)-5-methyl-thieno-[2,3-d]-pyrimidin-2-yl]-benzoic acid methylester). Starting materials: C1OC=2C=C(CN)C=CC2O1 (3,4-methylenedioxy-benzylamine), COC(C1=CC=C(C=C1)C=1N=C(C2=C(N1)SC=C2C)Cl)=O (4-(4-chloro-5-methyl-thieno-[2,3-d]-pyrimidin-2-yl)-benzoic acid methylester). Reported procedure: The reaction procedure as above wherein 3,4-methylenedioxy-benzylamine is reacted with 4-(4-chloro-5-methyl-thieno-[2,3-d]-pyrimidin-2-yl)-benzoic acid methylester yields 4-[4-(3,4-methylenedioxybenzylamino)-5-methyl-thieno-[2,3-d]-pyrimidin-2-yl]-benzoic acid methylester. As a reaction SMILES: [CH2:1]1[O:11][C:10]2[CH:9]=[CH:8][C:5]([CH2:6][NH2:7])=[CH:4][C:3]=2[O:2]1.[CH3:12][O:13][C:14](=[O:32])[C:15]1[CH:20]=[CH:19][C:18]([C:21]2[N:22]=[C:23](Cl)[C:24]3[C:29]([CH3:30])=[CH:28][S:27][C:25]=3[N:26]=2)=[CH:17][CH:16]=1>>[CH3:12][O:13][C:14](=[O:32])[C:15]1[CH:16]=[CH:17][C:18]([C:21]2[N:22]=[C:23]([NH:7][CH2:6][C:5]3[CH:8]=[CH:9][C:10]4[O:11][CH2:1][O:2][C:3]=4[CH:4]=3)[C:24]3[C:29]([CH3:30])=[CH:28][S:27][C:25]=3[N:26]=2)=[CH:19][CH:20]=1. Starting materials: Cl.N[C@H]1CC[C@H](CC1)NC(C(C)C)=O (N-(cis-4-aminocyclohexyl)isobutyramide hydrochloride), CCN(C(C)C)C(C)C (DIPEA), FC=1C=C(C=CC1[N+](=O)[O-])CO ((3-fluoro-4-nitrophenyl)methanol). The solvent is C(C)#N (ACN). Conditions: temperature 80 celsius, time 8 hour. Yields the product OCC=1C=CC(=C(C1)N[C@H]1CC[C@H](CC1)NC(C(C)C)=O)[N+](=O)[O-] (N-(cis-4-(5-(hydroxymethyl)-2-nitrophenylamino)cyclohexyl)isobutyramide). Yield: 63.7%. Reaction SMILES: Cl.[NH2:2][C@@H:3]1[CH2:8][CH2:7][C@H:6]([NH:9][C:10](=[O:14])[CH:11]([CH3:13])[CH3:12])[CH2:5][CH2:4]1.CCN(C(C)C)C(C)C.F[C:25]1[CH:26]=[C:27]([CH2:34][OH:35])[CH:28]=[CH:29][C:30]=1[N+:31]([O-:33])=[O:32]>C(#N)C>[OH:35][CH2:34][C:27]1[CH:28]=[CH:29][C:30]([N+:31]([O-:33])=[O:32])=[C:25]([NH:2][C@@H:3]2[CH2:4][CH2:5][C@H:6]([NH:9][C:10](=[O:14])[CH:11]([CH3:12])[CH3:13])[CH2:7][CH2:8]2)[CH:26]=1 |f:0.1|. Reported procedure: To a suspension of N-(cis-4-aminocyclohexyl)isobutyramide hydrochloride (200 mg, 0.906 mmol) and DIPEA (0.432 mL, 2.471 mmol) in ACN (2 mL) was added (3-fluoro-4-nitrophenyl)methanol (141 mg, 0.824 mmol). The reaction was stirred overnight at 80° C. After 16 hours, the reaction mixture was concentrated and the residue purified by column chromatography, eluting with 0-100% EtOAc in DCM, to provide N-(cis-4-(5-(hydroxymethyl)-2-nitrophenylamino)cyclohexyl)isobutyramide as an orange foam (176 mg, 6... Starting materials: C(C=C)(=O)Cl (acryloyl chloride), ClC=1C(=NC(=NC1)NC1=CC(=C(C=C1OC)N1C[C@@H](CC1)N(C)C)N)C1=CNC2=CC=CC=C12 (N-[5-chloro-4-(1H-indol-3-yl)pyrimidin-2-yl]-4-[(3R)-3-dimethylaminopyrrolidin-1-yl]-6-methoxybenzene-1,3-diamine), ClC=1C(=NC(=NC1)NC1=CC(=C(C=C1OC)N1C[C@@H](CC1)N(C)C)N)C1=CNC2=CC=CC=C12 (N-[5-chloro-4-(1H-indol-3-yl)pyrimidin-2-yl]-4-[(3R)-3-dimethylaminopyrrolidin-1-yl]-6-methoxybenzene-1,3-diamine), CCN(C(C)C)C(C)C (DIPEA). The solvent is C(Cl)Cl (CH2Cl2), C(Cl)Cl (CH2Cl2). Conditions: time 3 hour. Product: ClC=1C(=NC(=NC1)NC=1C(=CC(=C(C1)NC(C=C)=O)N1C[C@@H](CC1)N(C)C)OC)C1=CNC2=CC=CC=C12 (N-(5-{[5-Chloro-4-(1H-indol-3-yl)pyrimidin-2-yl]amino}-2-{(3R)-3-dimethylaminopyrrolidin-1-yl}-4-methoxyphenyl)prop-2-enamide). The yield is 23.3%. Reaction SMILES: [C:1](Cl)(=[O:4])[CH:2]=[CH2:3].[Cl:6][C:7]1[C:8]([C:31]2[C:39]3[C:34](=[CH:35][CH:36]=[CH:37][CH:38]=3)[NH:33][CH:32]=2)=[N:9][C:10]([NH:13][C:14]2[C:19]([O:20][CH3:21])=[CH:18][C:17]([N:22]3[CH2:26][CH2:25][C@@H:24]([N:27]([CH3:29])[CH3:28])[CH2:23]3)=[C:16]([NH2:30])[CH:15]=2)=[N:11][CH:12]=1.CCN(C(C)C)C(C)C>C(Cl)Cl>[Cl:6][C:7]1[C:8]([C:31]2[C:39]3[C:34](=[CH:35][CH:36]=[CH:37][CH:38]=3)[NH:33][CH:32]=2)=[N:9][C:10]([NH:13][C:14]2[C:19]([O:20][CH3:21])=[CH:18][C:17]([N:22]3[CH2:26][CH2:25][C@@H:24]([N:27]([CH3:28])[CH3:29])[CH2:23]3)=[C:16]([NH:30][C:1](=[O:4])[CH:2]=[CH2:3])[CH:15]=2)=[N:11][CH:12]=1. Procedure details: A solution of acryloyl chloride (0.044 mL, 0.54 mmol) in CH2Cl2 (1 mL) was added dropwise to a mixture of N-[5-chloro-4-(1H-indol-3-yl)pyrimidin-2-yl]-4-[(3R)-3-dimethylaminopyrrolidin-1-yl]-6-methoxybenzene-1,3-diamine (Intermediate 93, 258 mg, 0.54 mmol) and DIPEA (0.103 mL, 0.59 mmol) in CH2Cl2 (5 mL), which was cooled in an ice/water bath. The mixture was stirred for 3 h and then washed with brine, dried (Na2SO4) and concentrated in vacuo. The resulting residue was suspended in CH3OH and fil... Reactants: ClC=1C=C(C(=O)OO)C=CC1 (3-chloroperoxybenzoic acid), C(C)(C)(C)OC(=O)N1CCC(CC1)OC1=C(C(=O)NC2=C(C(=O)NC3=NC=C(C=C3)Cl)C=CC=C2)C=CC(=C1)SC (2-[2-(1-tert-butoxycarbonylpiperidin-4-yloxy)-4-(methylthio)benzoylamino]-N-(5-chloropyridin-2-yl)benzamide), [OH-].[Ca+2].[OH-] (calcium hydroxide). Solvent: C(Cl)(Cl)Cl (chloroform). Conditions: temperature 0 celsius, time 30 minute. The product is C(C)(C)(C)OC(=O)N1CCC(CC1)OC1=C(C(=O)NC2=C(C(=O)NC3=NC=C(C=C3)Cl)C=CC=C2)C=CC(=C1)S(=O)(=O)C (2-[2-(1-tert-Butoxycarbonylpiperidin-4-yloxy)-4-(methylsulfonyl)-benzoylamino]-N-(5-chloropyridin-2-yl)benzamide). The yield is 71.9%. Reaction SMILES: [C:1]([O:5][C:6]([N:8]1[CH2:13][CH2:12][CH:11]([O:14][C:15]2[CH:39]=[C:38]([S:40][CH3:41])[CH:37]=[CH:36][C:16]=2[C:17]([NH:19][C:20]2[CH:35]=[CH:34][CH:33]=[CH:32][C:21]=2[C:22]([NH:24][C:25]2[CH:30]=[CH:29][C:28]([Cl:31])=[CH:27][N:26]=2)=[O:23])=[O:18])[CH2:10][CH2:9]1)=[O:7])([CH3:4])([CH3:3])[CH3:2].ClC1C=C(C=CC=1)C(OO)=O.[OH-:53].[Ca+2].[OH-:55]>C(Cl)(Cl)Cl>[C:1]([O:5][C:6]([N:8]1[CH2:9][CH2:10][CH:11]([O:14][C:15]2[CH:39]=[C:38]([S:40]([CH3:41])(=[O:55])=[O:53])[CH:37]=[CH:36][C:16]=2[C:17]([NH:19][C:20]2[CH:35]=[CH:34][CH:33]=[CH:32][C:21]=2[C:22]([NH:24][C:25]2[CH:30]=[CH:29][C:28]([Cl:31])=[CH:27][N:26]=2)=[O:23])=[O:18])[CH2:12][CH2:13]1)=[O:7])([CH3:4])([CH3:3])[CH3:2] |f:2.3.4|. Reported procedure: The 2-[2-(1-tert-butoxycarbonylpiperidin-4-yloxy)-4-(methylthio)benzoylamino]-N-(5-chloropyridin-2-yl)benzamide (193 mg, 0.32 mmol) was dissolved in chloroform (5 mL). After the solution had been cooled to 0° C., 3-chloroperoxybenzoic acid (mCPBA) (259 mg, 0.87 mmol, 58% purity) was added in portions. After 30 minutes, the reaction was warmed to room temperature and calcium hydroxide (80 mg, 1.1 mmol) was added. After 5 minutes, the reaction was filtered and the filtrate was concentrated in vacu...